This data is from the Open Reaction Database (ORD), a public repository of structured organic reaction records. The task is: describe an organic reaction: reactants, conditions, products, and yield The reactants are C(=O)(O)[O-].[Na+] (NaHCO3), C1(=CC=C(C=C1)S(=O)(=O)[O-])C.[NH+]1=CC=CC=C1 (pyridinium p-toluenesulfonate), C(=C)OCC (ethyl vinyl ether), CC=1C[C@@H](CC(C1C)(C)C)O ((1S)-3,4,5,5-tetramethyl-3-cyclohexen-1-ol). The solvent is C(Cl)Cl (methylene chloride). Run at temperature 0 celsius, time 1 hour. Yields the product C(C)OC(C)O[C@H]1CC(=C(C(C1)(C)C)C)C ((1S)-1-ethoxyethoxy-3,4,5,5-tetramethyl-3-cyclohexene). Reaction SMILES: [CH3:1][C:2]1[CH2:3][C@H:4]([OH:11])[CH2:5][C:6]([CH3:10])([CH3:9])[C:7]=1[CH3:8].C1(C)C=CC(S([O-])(=O)=O)=CC=1.[NH+]1C=CC=CC=1.[CH:29]([O:31][CH2:32][CH3:33])=[CH2:30].C([O-])(O)=O.[Na+]>C(Cl)Cl>[CH2:29]([O:31][CH:32]([O:11][C@@H:4]1[CH2:5][C:6]([CH3:10])([CH3:9])[C:7]([CH3:8])=[C:2]([CH3:1])[CH2:3]1)[CH3:33])[CH3:30] |f:1.2,4.5|. Procedure details: 0.8 g (5.2 mmol) of (1S)-3,4,5,5-tetramethyl-3-cyclohexen-1-ol was dissolved under N2 in 5 ml of absolute methylene chloride, the solution was cooled to 0° C. and 260 mg (1.04 mmol) of pyridinium p-toluenesulfonate, and then 0.45 mg (6.2 mmol) of ethyl vinyl ether were added. The mixture was subsequently stirred at 0° C. for 1 h and then poured into a saturated aqueous NaHCO3 solution, the mixture was extracted with methylene chloride, and the extract was dried over MgSO4 and concentrated. The r... The reactants are NOCc1ccccc1, CCN=C=NCCCN(C)C, Cl, Cl, [Na+], [OH-], O, CCCCC(CO)C(=O)O. Yields the product CCCCC(CO)C(=O)NOCc1ccccc1. Reaction SMILES: [CH2:12]([c:13]1[cH:14][cH:15][cH:16][cH:17][cH:18]1)[O:19][NH2:20].[CH3:24][N:25]([CH3:26])[CH2:27][CH2:28][CH2:29][N:30]=[C:31]=[N:32][CH2:33][CH3:34].[ClH:11].[ClH:23].[Na+:22].[OH-:21].[OH2:35].[OH:1][CH2:2][CH:3]([C:4](=[O:5])[OH:6])[CH2:7][CH2:8][CH2:9][CH3:10]>>[OH:1][CH2:2][CH:3]([C:4](=[O:6])[NH:20][O:19][CH2:12][c:13]1[cH:14][cH:15][cH:16][cH:17][cH:18]1)[CH2:7][CH2:8][CH2:9][CH3:10]. The reactants are O=C(Cl)CCCCl, NCC=CCOc1cc(CN2CCCCC2)ccn1. Yields the product O=C(CCCCl)NCC=CCOc1cc(CN2CCCCC2)ccn1. RXN SMILES: [Cl:20][CH2:21][CH2:22][CH2:23][C:24](=[O:25])[Cl:26].[N:1]1([CH2:7][c:8]2[cH:9][c:10]([O:14][CH2:15][CH:16]=[CH:17][CH2:18][NH2:19])[n:11][cH:12][cH:13]2)[CH2:2][CH2:3][CH2:4][CH2:5][CH2:6]1>>[N:1]1([CH2:7][c:8]2[cH:9][c:10]([O:14][CH2:15][CH:16]=[CH:17][CH2:18][NH:19][C:24]([CH2:23][CH2:22][CH2:21][Cl:20])=[O:25])[n:11][cH:12][cH:13]2)[CH2:2][CH2:3][CH2:4][CH2:5][CH2:6]1. Solvent: C1CCOC1 (THF). Reported procedure: To a solution of 2-(4-(cyclopropylmethoxy)-3-fluorophenyl)-7-fluoro-1,3-benzoxazol-6-ol (3.96 g), tert-butyl ((2S)-1-hydroxypropan-2-yl)carbamate (3.28 g) and triphenylphosphine (4.91 g) in THF (50 mL) was added dropwise diisopropyl azodicarboxylate toluene solution (1.9 M, 9.85 mL) at 0° C., and the mixture was stirred at room temperature for 30 min. The reaction mixture was concentrated under reduced pressure, and the residue was purified by silica gel column chromatography (NH, hexane/ethyl a... As a reaction SMILES: [CH:1]1([CH2:4][O:5][C:6]2[CH:11]=[CH:10][C:9]([C:12]3[O:13][C:14]4[C:20]([F:21])=[C:19]([OH:22])[CH:18]=[CH:17][C:15]=4[N:16]=3)=[CH:8][C:7]=2[F:23])[CH2:3][CH2:2]1.O[CH2:25][C@@H:26]([NH:28][C:29](=[O:35])OC(C)(C)C)[CH3:27].[C:36]1(P(C2C=CC=CC=2)C2C=CC=CC=2)C=CC=CC=1.C1(C)C=CC=CC=1.N(C(OC(C)C)=O)=NC(OC(C)C)=O.Cl.C(OCC)(=O)C>C1COCC1>[CH:1]1([CH2:4][O:5][C:6]2[CH:11]=[CH:10][C:9]([C:12]3[O:13][C:14]4[C:20]([F:21])=[C:19]([O:22][CH2:25][C@@H:26]([NH:28][C:29](=[O:35])[CH3:36])[CH3:27])[CH:18]=[CH:17][C:15]=4[N:16]=3)=[CH:8][C:7]=2[F:23])[CH2:2][CH2:3]1 |f:3.4,5.6|. Starting materials: Cl.C(C)(=O)OCC (hydrogen chloride ethyl acetate), C1(CC1)COC1=C(C=C(C=C1)C=1OC2=C(N1)C=CC(=C2F)O)F (2-(4-(cyclopropylmethoxy)-3-fluorophenyl)-7-fluoro-1,3-benzoxazol-6-ol), OC[C@H](C)NC(OC(C)(C)C)=O (tert-butyl ((2S)-1-hydroxypropan-2-yl)carbamate), C1(=CC=CC=C1)P(C1=CC=CC=C1)C1=CC=CC=C1 (triphenylphosphine), C1(=CC=CC=C1)C.N(=NC(=O)OC(C)C)C(=O)OC(C)C (diisopropyl azodicarboxylate toluene). Isolated yield 53.9%. Conditions: time 30 minute. Product: C1(CC1)COC1=C(C=C(C=C1)C=1OC2=C(N1)C=CC(=C2F)OC[C@H](C)NC(C)=O)F (N-((2S)-1-((2-(4-(cyclopropylmethoxy)-3-fluorophenyl)-7-fluoro-1,3-benzoxazol-6-yl)oxy)propan-2-yl)acetamide). Reactants: CC(C)(C)C(=O)SCC(=Cc1ccccc1)C(=O)O, COC(=O)CCN. Yields the product COC(=O)CCNC(=O)C(=Cc1ccccc1)CSC(=O)C(C)(C)C. Reaction SMILES: [C:1]([C:2]([CH3:3])([CH3:4])[CH3:5])(=[O:6])[S:7][CH2:8][C:9]([C:10](=[O:11])[OH:12])=[CH:13][c:14]1[cH:15][cH:16][cH:17][cH:18][cH:19]1.[NH2:20][CH2:21][CH2:22][C:23](=[O:24])[O:25][CH3:26]>>[C:1]([C:2]([CH3:3])([CH3:4])[CH3:5])(=[O:6])[S:7][CH2:8][C:9]([C:10](=[O:12])[NH:20][CH2:21][CH2:22][C:23](=[O:24])[O:25][CH3:26])=[CH:13][c:14]1[cH:15][cH:16][cH:17][cH:18][cH:19]1.